Dataset: the Open Reaction Database (ORD), a public repository of structured organic reaction records. Task: describe an organic reaction: reactants, conditions, products, and yield The reactants are CC(C)=O, N#N, O, CCOC(=O)c1coc(C(C)=Cc2ccccc2)n1. Product: CCOC(=O)c1coc(C(C)=O)n1. Reaction SMILES: [CH3:23][C:24](=[O:25])[CH3:26].[N:1]#[N:2].[OH2:22].[c:3]1([CH:9]=[C:10]([CH3:4])[c:12]2[o:13][cH:14][c:15]([C:17](=[O:18])[O:19][CH2:20][CH3:21])[n:16]2)[cH:5][cH:6][cH:7][cH:8][cH:11]1>>[CH3:9][C:10]([c:12]1[o:13][cH:14][c:15]([C:17](=[O:18])[O:19][CH2:20][CH3:21])[n:16]1)=[O:22].